From a dataset of the Open Reaction Database (ORD), a public repository of structured organic reaction records. describe an organic reaction: reactants, conditions, products, and yield Reactants: C(C)(C)Br (isopropyl bromide), C(C)OC(=O)C\C=C\CC(=O)OCC (trans-2-butene-1,4dicarboxylic acid diethyl ester), [Cl-].[Li+] (lithium chloride), solution, [Li+].CC(C)[N-]C(C)C (LDA). Run in C1CCOC1 (THF). Reaction conditions: temperature -78 celsius, time 45 minute. The product is C(C)OC(C(C=CC(C(=O)OCC)C(C)C)C(C)C)=O ((2RS,5SR)-2,5-diisopropyl-hex-3-enedioic acid diethyl ester). Yield: 4.0%. As a reaction SMILES: [CH2:1]([O:3][C:4]([CH2:6]/[CH:7]=[CH:8]/[CH2:9][C:10]([O:12][CH2:13][CH3:14])=[O:11])=[O:5])[CH3:2].[Cl-].[Li+].[Li+].[CH3:18][CH:19]([N-]C(C)C)[CH3:20].[CH:25](Br)([CH3:27])[CH3:26]>C1COCC1>[CH2:13]([O:12][C:10](=[O:11])[CH:9]([CH:25]([CH3:27])[CH3:26])[CH:8]=[CH:7][CH:6]([CH:19]([CH3:20])[CH3:18])[C:4]([O:3][CH2:1][CH3:2])=[O:5])[CH3:14] |f:1.2,3.4|. Reported procedure: To a stirred solution of 5.0 g (25.0 mmol) trans-2-butene-1,4dicarboxylic acid diethyl ester in 120 ml THf was added 6.35 g (150 mmol) anhydrous lithium chloride and the resulting suspension cooled to −78° C. 25.0 ml (50.0 mmol) of a 2 M solution of LDA in THF was added dropwise and stirring continued for 45 min. 4.7 ml (50 mmol) isopropyl bromide was then added and stirring continued for 15 min at −78° C., then 4 h at 0° C., and then 48 h at room temperature. The reaction was quenched by additi...